This data is from the Open Reaction Database (ORD), a public repository of structured organic reaction records. The task is: describe an organic reaction: reactants, conditions, products, and yield Starting materials: CON, CCO, O=Cc1cc(Cl)cc(Cl)c1, Cl, c1ccncc1. Yields the product CON=Cc1cc(Cl)cc(Cl)c1. As a reaction SMILES: [CH3:12][O:13][NH2:14].[CH3:15][CH2:16][OH:17].[Cl:1][c:2]1[cH:3][c:4]([CH:5]=[O:6])[cH:7][c:8]([Cl:10])[cH:9]1.[ClH:11].[cH:18]1[cH:19][cH:20][n:21][cH:22][cH:23]1>>[Cl:1][c:2]1[cH:3][c:4]([CH:5]=[N:14][O:13][CH3:12])[cH:7][c:8]([Cl:10])[cH:9]1. Starting materials: CSc1cccc(N)c1, CCO, N#Cc1cnc2ccc([N+](=O)[O-])cc2c1Cl. The product is CSc1cccc(Nc2c(C#N)cnc3ccc([N+](=O)[O-])cc23)c1. As a reaction SMILES: [CH3:17][S:18][c:19]1[cH:20][c:21]([NH2:22])[cH:23][cH:24][cH:25]1.[CH3:26][CH2:27][OH:28].[Cl:1][c:2]1[c:3]([C:15]#[N:16])[cH:4][n:5][c:6]2[cH:7][cH:8][c:9]([N+:12](=[O:13])[O-:14])[cH:10][c:11]12>>[c:2]1([NH:22][c:21]2[cH:20][c:19]([S:18][CH3:17])[cH:25][cH:24][cH:23]2)[c:3]([C:15]#[N:16])[cH:4][n:5][c:6]2[cH:7][cH:8][c:9]([N+:12](=[O:13])[O-:14])[cH:10][c:11]12. The reactants are Cl.OC(C(OCC)=N)C1=C(C=CC=C1F)F (ethyl 1-hydroxy-1-(2,6-difluorophenyl)methanecarboximidate hydrochloride), O1CCCC1 (tetrahydrofuran). Yields the product FC1=C(C(=CC=C1)F)C1C(NC(O1)=O)=O (5-(2,6-Difluorophenyl)oxazolidine-2,4-dione). Reaction SMILES: Cl.[OH:2][CH:3]([C:9]1[C:14]([F:15])=[CH:13][CH:12]=[CH:11][C:10]=1[F:16])[C:4](=[NH:8])[O:5]CC.[O:17]1CCC[CH2:18]1>>[F:15][C:14]1[CH:13]=[CH:12][CH:11]=[C:10]([F:16])[C:9]=1[CH:3]1[O:2][C:18](=[O:17])[NH:5][C:4]1=[O:8] |f:0.1|. Procedure details: By the procedure of Example 89, ethyl 1-hydroxy-1-(2,6-difluorophenyl)methanecarboximidate hydrochloride (12 g., 0.048 mole) in 500 ml. of tetrahydrofuran was converted to crude product. The crude was recrystallized from about 60 ml. of isopropanol to yield purified 5-(2,6-difluorophenyl)oxazolidine-2,4-dione [5.8 g., 57%; m.p. 196°-198° C., m/e 213 ir (KBr) 3175, 1812, 1739, 1361, 1152 cm-1 ]. Starting materials: COCC(=O)Cl, ClCCl, COc1nc2cc(Cl)c(Cl)c(N)c2nc1OC, c1ccncc1. Product: COCC(=O)Nc1c(Cl)c(Cl)cc2nc(OC)c(OC)nc12. RXN SMILES: [CH3:1][O:2][CH2:3][C:4](=[O:5])[Cl:6].[Cl:30][CH2:31][Cl:32].[NH2:7][c:8]1[c:9]2[n:10][c:11]([O:22][CH3:23])[c:12]([O:20][CH3:21])[n:13][c:14]2[cH:15][c:16]([Cl:19])[c:17]1[Cl:18].[cH:24]1[cH:25][cH:26][n:27][cH:28][cH:29]1>>[CH3:1][O:2][CH2:3][C:4](=[O:5])[NH:7][c:8]1[c:9]2[n:10][c:11]([O:22][CH3:23])[c:12]([O:20][CH3:21])[n:13][c:14]2[cH:15][c:16]([Cl:19])[c:17]1[Cl:18]. Reactants: O=C(Nc1ccc(Cl)c(-c2ccccn2)c1)c1ccc(S(=O)(=O)CCCBr)cc1Cl, O=C([O-])[O-], [Cs+], [Cs+], CN(C)C=O. Yields the product C=CCS(=O)(=O)c1ccc(C(=O)Nc2ccc(Cl)c(-c3ccccn3)c2)c(Cl)c1. Reaction SMILES: [Br:1][CH2:2][CH2:3][CH2:4][S:5](=[O:6])(=[O:7])[c:8]1[cH:9][c:10]([Cl:30])[c:11]([C:12](=[O:13])[NH:14][c:15]2[cH:16][c:17](-[c:22]3[n:23][cH:24][cH:25][cH:26][cH:27]3)[c:18]([Cl:21])[cH:19][cH:20]2)[cH:28][cH:29]1.[C:31](=[O:32])([O-:33])[O-:34].[Cs+:35].[Cs+:36].[O:37]=[CH:38][N:39]([CH3:40])[CH3:41]>>[CH2:2]=[CH:3][CH2:4][S:5](=[O:6])(=[O:7])[c:8]1[cH:9][c:10]([Cl:30])[c:11]([C:12](=[O:13])[NH:14][c:15]2[cH:16][c:17](-[c:22]3[n:23][cH:24][cH:25][cH:26][cH:27]3)[c:18]([Cl:21])[cH:19][cH:20]2)[cH:28][cH:29]1. Starting materials: O=C([O-])[O-], C1CCOC1, [Cs+], [Cs+], COc1cccc(-c2cc(OS(=O)(=O)C(F)(F)F)nc(CC(=O)N3CCOCC3)n2)c1, Nc1cccnc1, CC(=O)[O-], CC(=O)[O-], [Pd+2]. RXN SMILES: [C:1](=[O:2])([O-:3])[O-:4].[CH2:45]1[O:46][CH2:47][CH2:48][CH2:49]1.[Cs+:5].[Cs+:6].[F:7][C:8]([S:9]([O:10][c:15]1[n:16][c:17]([CH2:29][C:30](=[O:31])[N:32]2[CH2:33][CH2:34][O:35][CH2:36][CH2:37]2)[n:18][c:19](-[c:21]2[cH:22][c:23]([O:27][CH3:28])[cH:24][cH:25][cH:26]2)[cH:20]1)(=[O:11])=[O:12])([F:13])[F:14].[NH2:38][c:39]1[cH:40][n:41][cH:42][cH:43][cH:44]1.[O-:51][C:52]([CH3:53])=[O:54].[O-:55][C:56]([CH3:57])=[O:58].[Pd+2:50]>>[c:15]1([NH:38][c:39]2[cH:40][n:41][cH:42][cH:43][cH:44]2)[n:16][c:17]([CH2:29][C:30](=[O:31])[N:32]2[CH2:33][CH2:34][O:35][CH2:36][CH2:37]2)[n:18][c:19](-[c:21]2[cH:22][c:23]([O:27][CH3:28])[cH:24][cH:25][cH:26]2)[cH:20]1. Yields the product COc1cccc(-c2cc(Nc3cccnc3)nc(CC(=O)N3CCOCC3)n2)c1. Starting materials: COc1ccc(C(=O)O)c(OC)c1OC, CI, CCOC(C)=O, [K+], [K+], O=C([O-])[O-], CN(C)C=O, O. The product is COC(=O)c1ccc(OC)c(OC)c1OC. Reaction SMILES: [CH3:1][O:2][c:3]1[c:4]([C:5](=[O:6])[OH:7])[cH:8][cH:9][c:10]([O:14][CH3:15])[c:11]1[O:12][CH3:13].[CH3:22][I:23].[CH3:30][CH2:31][O:32][C:33]([CH3:34])=[O:35].[K+:16].[K+:17].[O-:18][C:19]([O-:20])=[O:21].[O:25]=[CH:26][N:27]([CH3:28])[CH3:29].[OH2:24]>>[CH3:1][O:2][c:3]1[c:4]([C:5](=[O:6])[O:7][CH3:19])[cH:8][cH:9][c:10]([O:14][CH3:15])[c:11]1[O:12][CH3:13].